describe an organic reaction: reactants, conditions, products, and yield From a dataset of the Open Reaction Database (ORD), a public repository of structured organic reaction records. Reactants: O[C@H]1[C@@H](O)[C@H](O)[C@@H](O)[C@@H](O1)CO (α-L-glucopyranose), O[C@@H]1[C@@H](O)[C@H](O)[C@@H](O1)[C@@H](O)CO (β-L-glucofuranose), O[C@@H]1[C@@H](O)[C@H](O)[C@@H](O)[C@@H](O1)CO (β-L-glucopyranose), O[C@H]1[C@@H](O)[C@H](O)[C@@H](O1)[C@@H](O)CO (α-L-glucofuranose). The product is O=C[C@@H](O)[C@H](O)[C@@H](O)[C@@H](O)CO (L-glucose). Reaction SMILES: [OH:1][C@@H:2]1[O:10][C@@H:9]([CH2:11][OH:12])[C@H:7]([OH:8])[C@@H:5]([OH:6])[C@@H:3]1[OH:4].O[C@H]1O[C@@H](CO)[C@H](O)[C@@H](O)[C@@H]1O.O[C@@H]1O[C@@H]([C@H](CO)O)[C@@H](O)[C@@H]1O.O[C@H]1O[C@@H]([C@H](CO)O)[C@@H](O)[C@@H]1O>>[O:1]=[CH:2][C@H:3]([C@@H:5]([C@H:7]([C@H:9]([CH2:11][OH:12])[OH:10])[OH:8])[OH:6])[OH:4]. Procedure details: α-L-glucopyranose; β-L-glucopyranose; α-L-glucofuranose; β-L-glucofuranose Starting materials: N1CCC2(CC1)CSC1=C(O2)C2=CC=CC=C2C(C1=O)=O (spiro[naphtho[1,2-b][1,4]oxathiine-2,4′-piperidine]-5,6-dione), [C@@H]1([C@@H](CCCC1)C(=O)O)C(=O)O (trans-cyclohexane-1,2-dicarboxylic acid), compound 14. Product: C(=O)(O)[C@H]1[C@@H](CCCC1)C(=O)[O-].[NH2+]1CCC2(CC1)CSC1=C(O2)C2=CC=CC=C2C(C1=O)=O (spiro[naphtho[1,2-b][1,4]oxathiine-2,4′-piperidinium]-5,6-dione trans-2-carboxycyclohexanecarboxylate). RXN SMILES: [NH:1]1[CH2:6][CH2:5][C:4]2([O:11][C:10]3[C:12]4[C:17]([C:18](=[O:21])[C:19](=[O:20])[C:9]=3[S:8][CH2:7]2)=[CH:16][CH:15]=[CH:14][CH:13]=4)[CH2:3][CH2:2]1.[C@@H:22]1([C:31]([OH:33])=[O:32])[CH2:27][CH2:26][CH2:25][CH2:24][C@H:23]1[C:28]([OH:30])=[O:29]>>[C:31]([C@@H:22]1[CH2:27][CH2:26][CH2:25][CH2:24][C@H:23]1[C:28]([O-:30])=[O:29])([OH:33])=[O:32].[NH2+:1]1[CH2:2][CH2:3][C:4]2([O:11][C:10]3[C:12]4[C:17]([C:18](=[O:21])[C:19](=[O:20])[C:9]=3[S:8][CH2:7]2)=[CH:16][CH:15]=[CH:14][CH:13]=4)[CH2:5][CH2:6]1 |f:2.3|. Reported procedure: Compound 15 was synthesized using spiro[naphtho[1,2-b][1,4]oxathiine-2,4′-piperidine]-5,6-dione, trans-cyclohexane-1,2-dicarboxylic acid and conditions outlined for compound 14. M.p.=208-211° C.; 400 MHz 1H NMR (DMSO-d6) δ: 7.90-7.87 (m, 1H), 7.82-7.73 (m, 2H), 7.58-7.53 (m, 1H), 3.06 (s, 2H), 2.96-2.86 (m, 4H), 2.29-2.26 (m, 2H), 1.98-1.91 (m, 4H), 1.77-1.65 (m, 4H), 1.23-1.17 (m, 4H); LCMS: 302 [M+H]. Run at time 16 hour. The reactants are C(CC)C1=CC2=C(N=CN=C2O)S1 (6-propylthieno[2,3-d]pyrimidin-4-ol), O=P(Cl)(Cl)Cl (POCl3). RXN SMILES: [CH2:1]([C:4]1[S:13][C:7]2[N:8]=[CH:9][N:10]=[C:11](O)[C:6]=2[CH:5]=1)[CH2:2][CH3:3].O=P(Cl)(Cl)[Cl:16]>>[Cl:16][C:11]1[C:6]2[CH:5]=[C:4]([CH2:1][CH2:2][CH3:3])[S:13][C:7]=2[N:8]=[CH:9][N:10]=1. Reported procedure: The product of Example 3b was reacted with excess POCl3 at reflux for 3 h then at room temperature for 16 h. The reaction was poured over ice and partitioned between water and ethyl acetate. The organic layer was concentrated to provide the title compound. Product: ClC=1C2=C(N=CN1)SC(=C2)CCC (4-chloro-6-propylthieno[2,3-d]pyrimidine). Starting materials: Brc1cccnc1 (bromide 22), C#Cc1ccc(CCCC)cc1 (alkyne S16). The reagents and catalysts are C1CCC2=NCCCN2CC1 (DBU 24), CS(=O)(=O)O[Pd]1(<-P(C2=CC=CC=C2)(C2=CC=CC=C2)C2=C(C3=C(P(C4=CC=CC=C4)C4=CC=CC=C4)C=CC4=C3C=CC=C4)C3=C(C=CC=C3)C=C2)<-NC2=C(C=CC=C2)C2=CC=CC=C21 (BINAP Pd G3 30). Run in CS(C)=O (DMSO), CS(C)=O (DMSO), CS(C)=O (DMSO), CS(C)=O (DMSO). Run at time 22 hour. Product: CCCCc1ccc(C#Cc2cccnc2)cc1, Brc1cccnc1, C#Cc1ccc(CCCC)cc1, c1ccc(-c2ccccc2)cc1 (biphenyl). Reported procedure: The Mosquito was used to combine the source plate solutions by multi-aspiration of 250 nL of each of the four reaction components and then to dose the resulting reaction mixture (1 uL) into a 1536-well plate As a reaction SMILES: [CH2:66]1[O:67][CH2:68][CH2:69][CH2:70]1.[CH3:13][N:14]([CH3:15])[CH2:16][CH:17]1[CH2:18][c:19]2[cH:20][cH:21][c:22]([OH:27])[cH:23][c:24]2[CH2:25][CH2:26]1.[CH3:28][O:29][c:30]1[cH:31][cH:32][c:33]([C:34](=[O:35])[O:36][c:37]2[cH:38][cH:39][c:40]([CH2:43][OH:44])[cH:41][cH:42]2)[cH:45][cH:46]1.[O:1]=[C:2]([O:3][CH2:4][CH3:5])[N:6]=[N:7][C:8]([O:9][CH2:10][CH3:11])=[O:12].[c:47]1([P:48]([c:49]2[cH:50][cH:51][cH:52][cH:53][cH:54]2)[c:55]2[cH:56][cH:57][cH:58][cH:59][cH:60]2)[cH:61][cH:62][cH:63][cH:64][cH:65]1>>[CH3:13][N:14]([CH3:15])[CH2:16][CH:17]1[CH2:18][c:19]2[cH:20][cH:21][c:22]([O:27][CH2:43][c:40]3[cH:39][cH:38][c:37]([O:36][C:34]([c:33]4[cH:32][cH:31][c:30]([O:29][CH3:28])[cH:46][cH:45]4)=[O:35])[cH:42][cH:41]3)[cH:23][c:24]2[CH2:25][CH2:26]1. Yields the product COc1ccc(C(=O)Oc2ccc(COc3ccc4c(c3)CCC(CN(C)C)C4)cc2)cc1. Reactants: C1CCOC1, CN(C)CC1CCc2cc(O)ccc2C1, COc1ccc(C(=O)Oc2ccc(CO)cc2)cc1, CCOC(=O)N=NC(=O)OCC, c1ccc(P(c2ccccc2)c2ccccc2)cc1. As a reaction SMILES: [C:1]([C:4]1[CH:9]=[CH:8][CH:7]=[CH:6][CH:5]=1)(=[O:3])[CH3:2].Cl[Sn](Cl)(Cl)Cl.[CH3:15][C:16]1[CH:24]=[CH:23][C:19]([CH:20]2[O:22][CH2:21]2)=[CH:18][CH:17]=1.[CH2:25](OCC)C>>[C:7]1([CH3:25])[CH:8]=[CH:9][C:4]([C@H:1]2[CH2:2][O:22][C@H:20]([C:19]3[CH:23]=[CH:24][C:16]([CH3:15])=[CH:17][CH:18]=3)[CH2:21][O:3]2)=[CH:5][CH:6]=1. The reactants are C(C)(=O)C1=CC=CC=C1 (acetophenone), C(C)OCC (diethyl ether), Cl[Sn](Cl)(Cl)Cl (SnCl4), CC1=CC=C(C2CO2)C=C1 (p-methylstyrene oxide). Conditions: time 1 hour. Procedure: One cools 10 g. acetophenone to 2° and mixes, while stirring, below 20° with 10.4 g. SnCl4. With stirring, one adds dropwise thereto at 20°, within 1 hour, 13.4 g. p-methylstyrene oxide, warms the mixture to 28°, works up as usual with diethyl ether/10% aqueous sodium hydroxide solution and obtains trans-2,5-di-p-tolyl-1,4-dioxane, m.p. 200°, C 110°, Rf 0.45 (silica gel/toluene). Product: C1(=CC=C(C=C1)[C@@H]1OC[C@H](OC1)C1=CC=C(C=C1)C)C (trans-2,5-di-p-tolyl-1,4-dioxane). Starting materials: ClN(C=1C=NC2=CC=CC=C2C1)C1=CC=CC=C1 (chlorophenylquinolin-3-yl-amine), C(=O)(C(F)(F)F)O (CF3COOH), N (ammonia). The reagents and catalysts are CC(=O)[O-].CC(=O)[O-].[Pd+2] (Pd(OAc)2). Run in ice. Run at temperature 80 celsius. Yields the product C1=C2C=3C(C=NC2=CC=C1)=C1CC=CC=C1N3 (7H-indolo-[3,2-c]quinoline). Yield: 37.9%. As a reaction SMILES: Cl[N:2]([C:13]1[CH:18]=[CH:17][CH:16]=[CH:15][CH:14]=1)[C:3]1[CH:4]=[N:5][C:6]2[C:11]([CH:12]=1)=[CH:10][CH:9]=[CH:8][CH:7]=2.C(O)(C(F)(F)F)=O.N>CC([O-])=O.CC([O-])=O.[Pd+2]>[CH:17]1[CH:16]=[CH:15][CH:14]=[C:13]2[C:18]=1[C:4]1[C:12](=[C:11]3[C:6]([N:5]=1)=[CH:7][CH:8]=[CH:9][CH2:10]3)[CH:3]=[N:2]2 |f:3.4.5|. Procedure details: A mixture of 4-(chlorophenylquinolin-3-yl-amine (400 mg), CF3COOH (8 ml), Pd(OAc)2 (300 mg) was refluxed for 6 hr at 80° C. The reaction mixture was allowed to cool to room temperature, poured in ice cold water (15 ml), neutralized with aqueous ammonia and extracted with EtOAc (3×50 mL), washed with brine and dried over anhydrous Na2SO4. The solvent was removed under reduced pressure and the crude product was purified by column chromatography to yield the pure solid product (130 mg). Mp: 146-148... The reactants are CO, COC(=O)c1c[nH]c(Sc2ccc(Cl)cc2)c1, Cl, [Na+], [OH-]. Product: O=C(O)c1c[nH]c(Sc2ccc(Cl)cc2)c1. RXN SMILES: [CH3:21][OH:22].[Cl:1][c:2]1[cH:3][cH:4][c:5]([S:8][c:9]2[cH:10][c:11]([C:14](=[O:15])[O:16][CH3:17])[cH:12][nH:13]2)[cH:6][cH:7]1.[ClH:20].[Na+:19].[OH-:18]>>[Cl:1][c:2]1[cH:3][cH:4][c:5]([S:8][c:9]2[cH:10][c:11]([C:14](=[O:15])[OH:16])[cH:12][nH:13]2)[cH:6][cH:7]1. Yields the product O=C(O)C(=CNC1CC1)C(=O)c1cc(F)c(F)cc1F. As a reaction SMILES: [CH2:1]([O:2][CH:4]=[C:5]([C:6](=[O:7])[OH:8])[C:9]([c:10]1[c:11]([F:18])[cH:12][c:13]([F:17])[c:14]([F:16])[cH:15]1)=[O:19])[CH3:3].[CH:20]1([NH2:23])[CH2:21][CH2:22]1>>[CH:4](=[C:5]([C:6](=[O:7])[OH:8])[C:9]([c:10]1[c:11]([F:18])[cH:12][c:13]([F:17])[c:14]([F:16])[cH:15]1)=[O:19])[NH:23][CH:20]1[CH2:21][CH2:22]1. The reactants are CCOC=C(C(=O)O)C(=O)c1cc(F)c(F)cc1F, NC1CC1. Starting materials: CC1=CC=C(C=C1)S(=O)(=O)OC[C@H]1COC2=C(C3=C(NC(N3)=O)C=C2)O1 ((8R)-1,3,7,8-tetrahydro-8-[[[(4 methylphenyl)sulfonyl]oxy]methyl]-2H-[1,4]dioxino[2,3-e]benzimidazol-2-one), FC1=CC=C(C(=O)C2CCNCC2)C=C1 (4-(4-fluorobenzoyl)piperidine). Solvent: CS(=O)C (DMSO), C(C)(=O)OCC (ethyl acetate). Conditions: temperature 90 celsius. Product: FC1=CC=C(C(=O)C2CCN(CC2)CC2COC3=CC=C4C(=C3O2)NC(N4)=O)C=C1 (8-[4-(4-Fluoro-benzoyl)-piperidin-1-ylmethyl]-1,3,7,8-tetrahydro-6,9-dioxa-1,3-diaza-cyclopenta[a]naphthalen-2-one). Reaction SMILES: CC1C=CC(S(O[CH2:12][C@@H:13]2[O:26][C:17]3[C:18]4[NH:22][C:21](=[O:23])[NH:20][C:19]=4[CH:24]=[CH:25][C:16]=3[O:15][CH2:14]2)(=O)=O)=CC=1.[F:27][C:28]1[CH:41]=[CH:40][C:31]([C:32]([CH:34]2[CH2:39][CH2:38][NH:37][CH2:36][CH2:35]2)=[O:33])=[CH:30][CH:29]=1>CS(C)=O.C(OCC)(=O)C>[F:27][C:28]1[CH:29]=[CH:30][C:31]([C:32]([CH:34]2[CH2:39][CH2:38][N:37]([CH2:12][CH:13]3[O:26][C:17]4[C:16](=[CH:25][CH:24]=[C:19]5[NH:20][C:21](=[O:23])[NH:22][C:18]5=4)[O:15][CH2:14]3)[CH2:36][CH2:35]2)=[O:33])=[CH:40][CH:41]=1. Procedure details: A mixture of 0.60 g (1.6 mmole) of (8R)-1,3,7,8-tetrahydro-8-[[[(4 methylphenyl)sulfonyl]oxy]methyl]-2H-[1,4]dioxino[2,3-e]benzimidazol-2-one and 1.7 g (8.0 mmole) of 4-(4-fluorobenzoyl)piperidine in 30 mL of DMSO was heated at in 90° C. under nitrogen for 5 hours. The reaction was allowed to come to room temperature, diluted to 500 mL with ethyl acetate, washed with 500 mL portions of saturated aqueous sodium bicarbonate and water, dried over sodium sulfate, filtered and evaporated in vacuum. T...